This data is from the Open Reaction Database (ORD), a public repository of structured organic reaction records. The task is: describe an organic reaction: reactants, conditions, products, and yield The reactants are O=C=Nc1nc2cccc(Br)c2s1, C#CCNCC=O, c1ccccc1. Product: C#CCN(CC=O)C(=O)Nc1nc2cccc(Br)c2s1. As a reaction SMILES: [Br:1][c:2]1[cH:3][cH:4][cH:5][c:6]2[n:7][c:8]([N:11]=[C:12]=[O:13])[s:9][c:10]12.[CH2:14]([C:15]#[CH:16])[NH:17][CH2:18][CH:19]=[O:20].[cH:21]1[cH:22][cH:23][cH:24][cH:25][cH:26]1>>[Br:1][c:2]1[cH:3][cH:4][cH:5][c:6]2[n:7][c:8]([NH:11][C:12](=[O:13])[N:17]([CH2:14][C:15]#[CH:16])[CH2:18][CH:19]=[O:20])[s:9][c:10]12. Reactants: C1(=CC=CC=C1)C (toluene), C(C)OC=CC(C(F)(F)F)=O (4-ethoxy-1,1,1-trifluoro-3-buten-2-one). The reagents and catalysts are [Cl-].[Zn+2].[Cl-] (zinc chloride). The solvent is ClCCl (dichloromethane). Reaction conditions: temperature 22 celsius, time 3 hour. Product: FC(C(C=CC1=CC=C(C=C1)C)=O)(F)F (1,1,1-Trifluoro-4-(4-methylphenyl)-3-buten-2-one). Reaction SMILES: [C:1]1([CH3:7])[CH:6]=[CH:5][CH:4]=[CH:3][CH:2]=1.C(O[CH:11]=[CH:12][C:13](=[O:18])[C:14]([F:17])([F:16])[F:15])C>ClCCl.[Cl-].[Zn+2].[Cl-]>[F:17][C:14]([F:15])([F:16])[C:13](=[O:18])[CH:12]=[CH:11][C:4]1[CH:5]=[CH:6][C:1]([CH3:7])=[CH:2][CH:3]=1 |f:3.4.5|. Procedure: To a solution of toluene (8, R1=p-CH3, R3=R4=H, 10 mmol) and 4-ethoxy-1,1,1-trifluoro-3-buten-2-one (10 mmol) in dichloromethane (10 mL) is added zinc chloride (0.015 g, 1.5 mol %). The reaction mixture is stirred for 3 h at 22° C. The resulting precipitate is filtered, washed with dichloromethane (2×15 mL) and dried. Reactants: C(C)OC(\C=C(\C1=CC=CC=C1)/C1=CC=C(C=C1)Br)=O ((Z)-3-(4-bromo-phenyl)-3-phenyl-acrylic acid ethyl ester), CN(CC#C)C (dimethyl-prop-2-ynyl-amine), 60. The reagents and catalysts are [Pd](Cl)Cl.C1(=CC=CC=C1)P(C1=CC=CC=C1)C1=CC=CC=C1.C1(=CC=CC=C1)P(C1=CC=CC=C1)C1=CC=CC=C1 (bis(triphenylphosphine) palladium(II) chloride), [Cu]I (copper(I) iodide). The solvent is ClCCl (dichloromethane). Yields the product C(C)OC(\C=C(\C1=CC=CC=C1)/C1=CC=C(C=C1)C#CCN(C)C)=O ((Z)-3-[4-(3-Dimethylamino-prop-1-ynyl)-phenyl]-3-phenyl-acrylic acid ethyl ester). As a reaction SMILES: [CH2:1]([O:3][C:4](=[O:20])/[CH:5]=[C:6](\[C:13]1[CH:18]=[CH:17][C:16](Br)=[CH:15][CH:14]=1)/[C:7]1[CH:12]=[CH:11][CH:10]=[CH:9][CH:8]=1)[CH3:2].[CH3:21][N:22]([CH3:26])[CH2:23][C:24]#[CH:25]>[Pd](Cl)Cl.C1(P(C2C=CC=CC=2)C2C=CC=CC=2)C=CC=CC=1.C1(P(C2C=CC=CC=2)C2C=CC=CC=2)C=CC=CC=1.[Cu]I.ClCCl>[CH2:1]([O:3][C:4](=[O:20])/[CH:5]=[C:6](\[C:13]1[CH:18]=[CH:17][C:16]([C:25]#[C:24][CH2:23][N:22]([CH3:26])[CH3:21])=[CH:15][CH:14]=1)/[C:7]1[CH:12]=[CH:11][CH:10]=[CH:9][CH:8]=1)[CH3:2] |f:2.3.4|. Reported procedure: A solution of (Z)-3-(4-bromo-phenyl)-3-phenyl-acrylic acid ethyl ester (1.200 g, 3.6 mmol), dimethyl-prop-2-ynyl-amine (0.9 ml, 10.88 mmol), bis(triphenylphosphine) palladium(II) chloride (0.102 g, 0.144 mmol), copper(I) iodide (2.06 mg, 0.0108 mmol) in dry triethyllamine (10 ml) were heated to 100° C. by microwave irradiation for 20 min. The cooled reaction mixture was added dichloromethane (20 ml) and silica gel Fluka 60 (10 g) and evaporated in vacuo. The resulting residue was purified by ISC... Reaction SMILES: [NH2:1][C:2]1[C:7]([C:8]#[N:9])=[C:6](Cl)[N:5]=[CH:4][N:3]=1.Cl.Cl.[NH2:13][C:14]1([CH2:19][NH:20][C:21](=[O:30])[C:22]2[CH:27]=[CH:26][C:25]([F:28])=[CH:24][C:23]=2[F:29])[CH2:18][CH2:17][NH:16][CH2:15]1.C(=O)([O-])[O-].[K+].[K+]>CS(C)=O>[NH2:13][C:14]1([CH2:19][NH:20][C:21](=[O:30])[C:22]2[CH:27]=[CH:26][C:25]([F:28])=[CH:24][C:23]=2[F:29])[CH2:18][CH2:17][N:16]([C:6]2[C:7]([C:8]#[N:9])=[C:2]([NH2:1])[N:3]=[CH:4][N:5]=2)[CH2:15]1 |f:1.2.3,4.5.6|. The reactants are NC1=NC=NC(=C1C#N)Cl (4-amino-6-chloropyrimidine-5-carbonitrile), Cl.Cl.NC1(CNCC1)CNC(C1=C(C=C(C=C1)F)F)=O (N-[(3-aminopyrrolidin-3-yl)methyl]-2,4-difluorobenzamide dihydrochloride), C([O-])([O-])=O.[K+].[K+] (potassium carbonate). Reported procedure: A mixture of 4-amino-6-chloropyrimidine-5-carbonitrile (72.0 mg; 0.47 mmol; 1.02 eq.), N-[(3-aminopyrrolidin-3-yl)methyl]-2,4-difluorobenzamide dihydrochloride (150.0 mg; 0.46 mmol; 1.0 eq.), potassium carbonate (126.3 mg; 0.91 mmol; 2.0 eq.) in DMSO (2.00 ml) was stirred at 60° C. for 2 h. The reaction mixture was workup and the crude was purified by reverse phase pre-HPLC (Waters, acetonitrile/0.1% NH4OH in water) to afford the title compound in 70% yield. LC-MS: (M+1=374, obsd.=374). The solvent is CS(=O)C (DMSO). Run at temperature 60 celsius, time 2 hour. The product is NC1(CN(CC1)C1=NC=NC(=C1C#N)N)CNC(C1=C(C=C(C=C1)F)F)=O (N-[3-Amino-1-(6-amino-5-cyano-pyrimidin-4-yl)-pyrrolidin-3-ylmethyl]-2,4-difluoro-benzamide). Yield: 70.0%. Starting materials: CCCCCCN(C(=O)c1ccc(C#Cc2ccc(CCCC)cc2)cc1)c1ccc(F)c(C(=O)OC)c1, C1CCOC1, Cl, [Li+], [OH-], O, O. Product: CCCCCCN(C(=O)c1ccc(C#Cc2ccc(CCCC)cc2)cc1)c1ccc(F)c(C(=O)O)c1. Reaction SMILES: [CH2:1]([CH2:2][CH2:3][CH3:4])[c:5]1[cH:6][cH:7][c:8]([C:11]#[C:12][c:13]2[cH:14][cH:15][c:16]([C:17](=[O:18])[N:19]([c:20]3[cH:21][cH:22][c:23]([F:30])[c:24]([C:25](=[O:26])[O:27][CH3:28])[cH:29]3)[CH2:31][CH2:32][CH2:33][CH2:34][CH2:35][CH3:36])[cH:37][cH:38]2)[cH:9][cH:10]1.[CH2:44]1[O:45][CH2:46][CH2:47][CH2:48]1.[ClH:43].[Li+:41].[OH-:40].[OH2:39].[OH2:42]>>[CH2:1]([CH2:2][CH2:3][CH3:4])[c:5]1[cH:6][cH:7][c:8]([C:11]#[C:12][c:13]2[cH:14][cH:15][c:16]([C:17](=[O:18])[N:19]([c:20]3[cH:21][cH:22][c:23]([F:30])[c:24]([C:25](=[O:26])[OH:27])[cH:29]3)[CH2:31][CH2:32][CH2:33][CH2:34][CH2:35][CH3:36])[cH:37][cH:38]2)[cH:9][cH:10]1. Reactants: F[B-](F)(F)F, CSc1ncc2ccc3c(C(=O)O)nn(C(C)(C)C)c3c2n1, CCN(C(C)C)C(C)C, [Na+], O=C([O-])O, NOC1CCCCO1, CN(C)C=O, O, CN(C)C(On1nnc2ccccc21)=[N+](C)C. The product is CSc1ncc2ccc3c(C(=O)NOC4CCCCO4)nn(C(C)(C)C)c3c2n1. As a reaction SMILES: [B-:31]([F:32])([F:33])([F:34])[F:35].[C:1]([CH3:2])([CH3:3])([CH3:4])[n:5]1[n:6][c:7]([C:20](=[O:21])[OH:22])[c:8]2[cH:9][cH:10][c:11]3[cH:12][n:13][c:14]([S:18][CH3:19])[n:15][c:16]3[c:17]12.[CH:53]([N:54]([CH2:55][CH3:56])[CH:57]([CH3:58])[CH3:59])([CH3:60])[CH3:61].[Na+:66].[O-:62][C:63]([OH:64])=[O:65].[O:23]1[CH:24]([O:29][NH2:30])[CH2:25][CH2:26][CH2:27][CH2:28]1.[O:67]=[CH:68][N:69]([CH3:70])[CH3:71].[OH2:72].[n:36]1([O:37][C:38]([N:39]([CH3:40])[CH3:41])=[N+:42]([CH3:43])[CH3:44])[c:45]2[cH:46][cH:47][cH:48][cH:49][c:50]2[n:51][n:52]1>>[C:1]([CH3:2])([CH3:3])([CH3:4])[n:5]1[n:6][c:7]([C:20](=[O:22])[NH:30][O:29][CH:24]2[O:23][CH2:28][CH2:27][CH2:26][CH2:25]2)[c:8]2[cH:9][cH:10][c:11]3[cH:12][n:13][c:14]([S:18][CH3:19])[n:15][c:16]3[c:17]12. Starting materials: C1(CC(C1)=CC#N)(CC#N)CC#N (2,2′,2″-cyclobutane-1,1-diyl-3-ylidenetriacetonitrile), N1N=CC(=C1)C=1C2=C(N=CN1)N(C=C2)COCC[Si](C)(C)C (4-(1H-pyrazol-4-yl)-7-[2-(trimethylsilyl)ethoxy]methyl-7H-pyrrolo[2,3-d]pyrimidine), N12CCCCCC2=NCCC1 (1,8-diazabicyclo[5.4.0]undec-7-ene). The solvent is C(C)#N (acetonitrile). Reaction conditions: temperature 50 celsius. The product is C[Si](CCOCN1C=CC2=C1N=CN=C2C=2C=NN(C2)C2(CC(C2)(CC#N)CC#N)CC#N)(C)C (2,2′,2″-1-[4-(7-[2-(trimethylsilyl)ethoxy]methyl-7H-pyrrolo[2,3-d]pyrimidin-4-yl)-1H-pyrazol-1-yl]cyclobutane-1,3,3-triyltriacetonitrile). As a reaction SMILES: [C:1]1([CH2:11][C:12]#[N:13])([CH2:8][C:9]#[N:10])[CH2:4][C:3](=[CH:5][C:6]#[N:7])[CH2:2]1.[NH:14]1[CH:18]=[C:17]([C:19]2[C:20]3[CH:27]=[CH:26][N:25]([CH2:28][O:29][CH2:30][CH2:31][Si:32]([CH3:35])([CH3:34])[CH3:33])[C:21]=3[N:22]=[CH:23][N:24]=2)[CH:16]=[N:15]1.N12CCCN=C1CCCCC2>C(#N)C>[CH3:33][Si:32]([CH3:35])([CH3:34])[CH2:31][CH2:30][O:29][CH2:28][N:25]1[C:21]2[N:22]=[CH:23][N:24]=[C:19]([C:17]3[CH:16]=[N:15][N:14]([C:3]4([CH2:5][C:6]#[N:7])[CH2:2][C:1]([CH2:8][C:9]#[N:10])([CH2:11][C:12]#[N:13])[CH2:4]4)[CH:18]=3)[C:20]=2[CH:27]=[CH:26]1. Reported procedure: The crude 2,2′,2″-cyclobutane-1,1-diyl-3-ylidenetriacetonitrile (1 g, 0.006 mol) was combined with 4-(1H-pyrazol-4-yl)-7-[2-(trimethylsilyl)ethoxy]methyl-7H-pyrrolo[2,3-d]pyrimidine (0.2 g, 0.0006 mol) in acetonitrile (10 mL) and 1,8-diazabicyclo[5.4.0]undec-7-ene (0.1 mL, 0.001 mol) was added under nitrogen. The mixture was heated at 50° C. over night. The reaction was concentrated and purified with Combiflash (silica gel, 0-100% EtOAc/Hex) to give the desired product as light brown oil. LCMS c... Starting materials: COCCOC, C[Si](C)(C)C(F)(F)F, O=Cc1c(Cl)cccc1Cl, Cl, [Cs+], [F-]. Yields the product OC(c1c(Cl)cccc1Cl)C(F)(F)F. Reaction SMILES: [CH2:22]([CH2:23][O:24][CH3:25])[O:26][CH3:27].[CH3:1][Si:2]([C:3]([F:4])([F:5])[F:6])([CH3:7])[CH3:8].[Cl:9][c:10]1[c:11]([CH:12]=[O:13])[c:14]([Cl:18])[cH:15][cH:16][cH:17]1.[ClH:21].[Cs+:20].[F-:19]>>[C:3]([F:4])([F:5])([F:6])[CH:12]([c:11]1[c:10]([Cl:9])[cH:17][cH:16][cH:15][c:14]1[Cl:18])[OH:13]. Reactants: S([O-])(O)=O.[Na+] (sodium bisulfite), solution, C(C)(C)(C)O (tert. Butanol), C[N+]1(CCOCC1)[O-] (N-methyl-morpholine-N-oxide), C(C1=CC=CC=C1)OC(=O)N1CCC=CC1 (3,6-Dihydro-2H-pyridine-1-carboxylic acid benzyl ester). Reagents/catalysts: [Os](=O)(=O)(=O)=O (osmium tetroxide). Run in O (water), CC(=O)C (acetone). Conditions: time 20 hour. The product is C(C1=CC=CC=C1)OC(=O)N1CC(C(CC1)O)O (3,4-Dihydroxy-piperidine-1-carboxylic acid benzyl ester). Reaction SMILES: [CH2:1]([O:8][C:9]([N:11]1CC=C[CH2:13][CH2:12]1)=[O:10])[C:2]1[CH:7]=[CH:6][CH:5]=[CH:4][CH:3]=1.C[N+]1([O-])CC[O:21]CC1.[C:25]([OH:29])([CH3:28])(C)[CH3:26].S(=O)(O)[O-].[Na+]>O.CC(C)=O.[Os](=O)(=O)(=O)=O>[CH2:1]([O:8][C:9]([N:11]1[CH2:12][CH2:13][CH:26]([OH:21])[CH:25]([OH:29])[CH2:28]1)=[O:10])[C:2]1[CH:7]=[CH:6][CH:5]=[CH:4][CH:3]=1 |f:3.4|. Procedure: 31 (3.63 g, 16.7 mmol) is dissolved in 16 ml of a 1:1 mixture of water and acetone. After addition of N-methyl-morpholine-N-oxide (2.9 g, 24.8 mmol), a 1% solution of osmium tetroxide in tert. Butanol (7.23 ml, 0.28 mmol) is added. The mixture is stirred at room temperature for 20 h. Then 70 ml of a saturated sodium bisulfite solution is added. After 15 min stirring at room temperature, the reaction mixture is extracted with ethyl acetate. The organic layers are dried over sodium sulphate and ev... The reactants are [OH-].[K+] (KOH), Cl (HCl), CSC1=NC=CC(=N1)Cl (2-methylmercapto-4-chloropyrimidine), C(C)(=O)C=1C=C(N)C=C(C1)C(C)=O (3,5-diacetylaniline), Cl (HCl). Solvent: O (water). Conditions: time 10 minute. The product is CSC1=NC=CC(=N1)NC1=CC(=CC(=C1)C(C)=O)C(C)=O (2-methylmercapto-4-(3',5'-diacetylphenyl) aminopyrimidine). The yield is 94.2%. RXN SMILES: [CH3:1][S:2][C:3]1[N:8]=[C:7](Cl)[CH:6]=[CH:5][N:4]=1.[C:10]([C:13]1[CH:14]=[C:15]([CH:17]=[C:18]([C:20](=[O:22])[CH3:21])[CH:19]=1)[NH2:16])(=[O:12])[CH3:11].Cl.[OH-].[K+]>O>[CH3:1][S:2][C:3]1[N:8]=[C:7]([NH:16][C:15]2[CH:14]=[C:13]([C:10](=[O:12])[CH3:11])[CH:19]=[C:18]([C:20](=[O:22])[CH3:21])[CH:17]=2)[CH:6]=[CH:5][N:4]=1 |f:3.4|. Reported procedure: Illustrative compound 62 was synthesized by mixing 803 mg (5 mmol) 2-methylmercapto-4-chloropyrimidine and 886 mg (5 mmol) 3,5-diacetylaniline in 20 ml of water. In addition, 0.42 ml concentrated HCl was added. This reaction mixture was heated at 90°-100° C. for 4 hours, and then cooled down in an ice bath. The cooled mixture had 5 ml of 1N KOH added to neutralize the acid pH from the HCl. The mixture was stirred for 10 minutes in an ice bath to form a precipitate. The precipitate was filtered o...